Dataset: the Open Reaction Database (ORD), a public repository of structured organic reaction records. Task: describe an organic reaction: reactants, conditions, products, and yield Reactants: 25C, ClCCC[C@H](O)C1=CC=C(C=C1)Br ([S]-1-chloro-4-(4-bromophenyl)-4-butanol), [H-].[Na+] (NaH). Reagents/catalysts: [Ni] (Ni). Solvent: C1CCOC1 (THF), C1CCOC1 (THF). Product: BrC1=CC=C(C=C1)[C@H]1OCCC1 ([S]-2-(4-bromophenyl)-tetrahydrofuran). Yield: 75.0%. As a reaction SMILES: Cl[CH2:2][CH2:3][CH2:4][C@@H:5]([C:7]1[CH:12]=[CH:11][C:10]([Br:13])=[CH:9][CH:8]=1)[OH:6].[H-].[Na+]>C1COCC1.[Ni]>[Br:13][C:10]1[CH:11]=[CH:12][C:7]([C@@H:5]2[CH2:4][CH2:3][CH2:2][O:6]2)=[CH:8][CH:9]=1 |f:1.2|. Procedure: A solution of [S]-1-chloro-4-(4-bromophenyl)-4-butanol (50 mmol) in THF (25 ml) was added to a cooled suspension (0° C.) of NaH (55 mmol) in THF (50 ml). After being stored for 2 h at 25C, the reaction mixture was quenched with water, brought to pH 6 with concentrated HCl, and extracted with ether (2×50 ml). The organic phase was dried over H2SO4, filtered and all volatiles removed under reduced pressure. The residue,was distilled to provide the product in 75% yield, 98% ee as determined on a ch... Reactants: C(C)OC(CC1CCN(CC1)C(=O)N1[C@@H]([C@@]([C@@H](C1)CC(C)(C)C)(C#N)C1=C(C=C(C=C1)Cl)F)C1=C(C(=CC=C1)Cl)F)=O (rac-{1-[(2S,3S,4S)-2-(3-chloro-2-fluoro-phenyl)-3-(4-chloro-2-fluoro-phenyl)-3-cyano-4-(2,2-dimethyl-propyl)-pyrrolidine-1-carbonyl]-piperidin-4-yl}-acetic acid ethyl ester), [Li+].[OH-] (LiOH). The solvent is C1CCOC1 (THF), O (water). Reaction conditions: time 24 hour. The product is ClC=1C(=C(C=CC1)[C@H]1N(C[C@H]([C@]1(C#N)C1=C(C=C(C=C1)Cl)F)CC(C)(C)C)C(=O)N1CCC(CC1)CC(=O)O)F (rac-{1-[(2S,3S,4S)-2-(3-chloro-2-fluoro-phenyl)-3-(4-chloro-2-fluoro-phenyl)-3-cyano-4-(2,2-dimethyl-propyl)-pyrrolidine-1-carbonyl]-piperidin-4-yl}-acetic acid). Isolated yield 93.9%. As a reaction SMILES: C([O:3][C:4](=[O:42])[CH2:5][CH:6]1[CH2:11][CH2:10][N:9]([C:12]([N:14]2[CH2:18][C@@H:17]([CH2:19][C:20]([CH3:23])([CH3:22])[CH3:21])[C@@:16]([C:26]3[CH:31]=[CH:30][C:29]([Cl:32])=[CH:28][C:27]=3[F:33])([C:24]#[N:25])[C@H:15]2[C:34]2[CH:39]=[CH:38][CH:37]=[C:36]([Cl:40])[C:35]=2[F:41])=[O:13])[CH2:8][CH2:7]1)C.[Li+].[OH-]>C1COCC1.O>[Cl:40][C:36]1[C:35]([F:41])=[C:34]([C@@H:15]2[C@:16]([C:26]3[CH:31]=[CH:30][C:29]([Cl:32])=[CH:28][C:27]=3[F:33])([C:24]#[N:25])[C@H:17]([CH2:19][C:20]([CH3:21])([CH3:22])[CH3:23])[CH2:18][N:14]2[C:12]([N:9]2[CH2:8][CH2:7][CH:6]([CH2:5][C:4]([OH:42])=[O:3])[CH2:11][CH2:10]2)=[O:13])[CH:39]=[CH:38][CH:37]=1 |f:1.2|. Procedure: To a mixture of rac-{1-[(2S,3S,4S)-2-(3-chloro-2-fluoro-phenyl)-3-(4-chloro-2-fluoro-phenyl)-3-cyano-4-(2,2-dimethyl-propyl)-pyrrolidine-1-carbonyl]-piperidin-4-yl}-acetic acid ethyl ester (33.0 mg, 0.053 mmol) in THF (3 mL) was added a solution of LiOH (Aldrich, 15.7 mg, 0.374 mmol) in water (1.5 mL) and the reaction mixture was stirred at rt for 24 hrs. The reaction mixture was partly concentrated and quenched with 1 N HCl (pH 6-7), extracted with EtOAc, and washed with water, saturated NaCl. ... Reactants: CN1C(CSC(=C1C)C1=CC=NC=C1)=O (4,5-dimethyl-6-(4-pyridinyl)-2H-1,4-thiazin-3-one), C1(=CC=C(C=C1)S(=O)(=O)O)C (p-toluenesulfonic acid). Solvent: CO (methanol). Product: C1(=CC=C(C=C1)S(=O)(=O)O)C.CN1C(CSC(=C1C)C1=CC=NC=C1)=O (4,5-dimethyl-6-(4-pyridinyl)-2H-1,4-thiazin-3-one p-toluenesulfonate). The yield is 56.1%. Reaction SMILES: [CH3:1][N:2]1[C:7]([CH3:8])=[C:6]([C:9]2[CH:14]=[CH:13][N:12]=[CH:11][CH:10]=2)[S:5][CH2:4][C:3]1=[O:15].[C:16]1([CH3:26])[CH:21]=[CH:20][C:19]([S:22]([OH:25])(=[O:24])=[O:23])=[CH:18][CH:17]=1>CO>[C:16]1([CH3:26])[CH:17]=[CH:18][C:19]([S:22]([OH:25])(=[O:23])=[O:24])=[CH:20][CH:21]=1.[CH3:1][N:2]1[C:7]([CH3:8])=[C:6]([C:9]2[CH:10]=[CH:11][N:12]=[CH:13][CH:14]=2)[S:5][CH2:4][C:3]1=[O:15] |f:3.4|. Procedure: To a solution of 4,5-dimethyl-6-(4-pyridinyl)-2H-1,4-thiazin-3-one (30 mg) in methanol (2 ml), p-toluenesulfonic acid (31.1 mg) was added and the mixture was treated in the same manner as described in Example 1-(3) to give 4,5-dimethyl-6-(4-pyridinyl)-2H-1,4-thiazin-3-one p-toluenesulfonate (30 mg, yield 56.3%). Reactants: COC(=O)C(O)C(C)(OCc1ccccc1)c1ccccc1, COc1cc(OC)nc(S(C)(=O)=O)n1, CN(C)C=O, CC(=O)O, [H-], [Na+], O. Product: COC(=O)C(Oc1nc(OC)cc(OC)n1)C(C)(OCc1ccccc1)c1ccccc1. Reaction SMILES: [CH2:1]([c:2]1[cH:3][cH:4][cH:5][cH:6][cH:7]1)[O:8][C:9]([CH:10]([C:11](=[O:12])[O:13][CH3:14])[OH:15])([CH3:16])[c:17]1[cH:18][cH:19][cH:20][cH:21][cH:22]1.[CH3:25][O:26][c:27]1[n:28][c:29]([S:35]([CH3:36])(=[O:37])=[O:38])[n:30][c:31]([O:33][CH3:34])[cH:32]1.[CH3:40][N:41]([CH3:42])[CH:43]=[O:44].[CH3:45][C:46](=[O:47])[OH:48].[H-:23].[Na+:24].[OH2:39]>>[CH2:1]([c:2]1[cH:3][cH:4][cH:5][cH:6][cH:7]1)[O:8][C:9]([CH:10]([C:11](=[O:12])[O:13][CH3:14])[O:15][c:29]1[n:28][c:27]([O:26][CH3:25])[cH:32][c:31]([O:33][CH3:34])[n:30]1)([CH3:16])[c:17]1[cH:18][cH:19][cH:20][cH:21][cH:22]1. Procedure: 3-chloro-4-cyclohexylphenylpropiolic acid (7.3 g.) is heated at 120°-124° for 5 hours in quinoline. The reaction product is diluted with water and washed thoroughly with dilute hydrochloric acid. This is followed by washing with sodium bicarbonate (10%). The material is passed through a short aluminum (H+) column, eluted with N-hexane to give a fraction free of carbonyl absorption (I.R.). Removal of solvent gives 3-chloro-4-cyclohexylethynylbenzene. RXN SMILES: [Cl:1][C:2]1C=[C:4](C#CC(O)=O)[CH:5]=[CH:6][C:7]=1C1CCCCC1.N1[C:28]2[C:23](=[CH:24][CH:25]=[CH:26][CH:27]=2)[CH:22]=[CH:21][CH:20]=1>O>[Cl:1][C:2]1[CH:7]=[CH:6][CH:5]=[CH:4][C:20]=1[C:21]#[C:22][CH:23]1[CH2:28][CH2:27][CH2:26][CH2:25][CH2:24]1. Product: ClC=1C=CC=CC1C#CC1CCCCC1 (3-chloro-4-cyclohexylethynylbenzene). Run in O (water). The reactants are ClC=1C=C(C=CC1C1CCCCC1)C#CC(=O)O (3-chloro-4-cyclohexylphenylpropiolic acid), N1=CC=CC2=CC=CC=C12 (quinoline). The reactants are CC1=NCCN2C1=CC=1CCC3=C(C21)C=CC(=C3)OS(=O)(=O)C(F)(F)F (Trifluoromethanesulphonic acid 5,6,10,11-tetrahydro-8-methyl-benzo[g]pyrazino[1,2-a]indol-3-yl-ester), C(CCC)[Sn](C1CC1)(CCCC)CCCC (tri-n-butyl-cyclopropyltin), brown oil, saturated solution, C(\C=C\C(=O)O)(=O)O (fumaric acid), [Cl-].[Li+] (lithium chloride), C1(=CC=CC=C1)P(C1=CC=CC=C1)C1=CC=CC=C1 (triphenylphosphine). Reaction SMILES: [CH3:1][C:2]1[C:7]2=[CH:8][C:9]3[CH2:10][CH2:11][C:12]4[CH:18]=[C:17](OS(C(F)(F)F)(=O)=O)[CH:16]=[CH:15][C:13]=4[C:14]=3[N:6]2[CH2:5][CH2:4][N:3]=1.[Cl-].[Li+].C1(P([C:42]2[CH:47]=[CH:46]C=CC=2)C2C=CC=CC=2)C=CC=CC=1.C([Sn](CCCC)(CCCC)C1CC1)CCC.[C:64]([OH:71])(=[O:70])/[CH:65]=[CH:66]/[C:67]([OH:69])=[O:68]>CN(C)C=O.C(O)C.Cl[Pd](Cl)([P](C1C=CC=CC=1)(C1C=CC=CC=1)C1C=CC=CC=1)[P](C1C=CC=CC=1)(C1C=CC=CC=1)C1C=CC=CC=1.C(Cl)Cl.CO.O>[C:64]([OH:71])(=[O:70])/[CH:65]=[CH:66]/[C:67]([OH:69])=[O:68].[CH:46]1([C:17]2[CH:16]=[CH:15][C:13]3[C:14]4[N:6]5[CH2:5][CH2:4][N:3]=[C:2]([CH3:1])[C:7]5=[CH:8][C:9]=4[CH2:10][CH2:11][C:12]=3[CH:18]=2)[CH2:47][CH2:42]1 |f:1.2,9.10,12.13,^1:82,101|. Run in C(C)O (ethanol), C(Cl)Cl.CO (methylene chloride methanol), C(C)O (ethanol), O (water), CN(C=O)C (dimethylformamide). Conditions: temperature 120 celsius. Yield: 4.0%. Yields the product C(\C=C\C(=O)O)(=O)O.C1(CC1)C=1C=CC2=C(CCC=3C=C4N(C23)CCN=C4C)C1 (3-cyclopropyl-5,6,10,11-tetrahydro-8-methyl-benzo[g]pyrazino[1,2-a]indole fumarate). Procedure details: Trifluoromethanesulphonic acid 5,6,10,11-tetrahydro-8-methyl-benzo[g]pyrazino[1,2-a]indol-3-yl-ester (2.0 g), 1.85 g of anhydrous lithium chloride, 0.44 g of bis(triphenylphosphine)palladium dichloride, 0.88 g of triphenylphosphine and 3.5 g of tri-n-butyl-cyclopropyltin were suspended in 25 ml of dimethylformamide under argon and heated to 120° C. for 6 h. while stirring. The reaction mixture was added to 500 ml of water and extracted once with 200 ml of ethyl acetate and twice with 100 ml of e... The reagents and catalysts are Cl[Pd]([P](C1=CC=CC=C1)(C2=CC=CC=C2)C3=CC=CC=C3)([P](C4=CC=CC=C4)(C5=CC=CC=C5)C6=CC=CC=C6)Cl (bis(triphenylphosphine)palladium dichloride). Starting materials: ClC1=CC=C(C=C1)CNC1=C(C=CC=C1)CO (2-[[(4-chlorophenyl)methyl]amino]benzenemethanol), S(O)(O)(=O)=O (Sulfuric acid), ice water, [OH-].[K+] (KOH). Run at time 1 hour. The product is ClC=1C=CC2=C(CC3=C(NC2)C=CC=C3)C1 (9-chloro-6,11-dihydro-5H-dibenz-[b,e]azepine). The yield is 93.4%. RXN SMILES: [Cl:1][C:2]1[CH:7]=[CH:6][C:5]([CH2:8][NH:9][C:10]2[CH:15]=[CH:14][CH:13]=[CH:12][C:11]=2[CH2:16]O)=[CH:4][CH:3]=1.S(=O)(=O)(O)O.[OH-].[K+]>>[Cl:1][C:2]1[CH:7]=[CH:6][C:5]2[CH2:8][NH:9][C:10]3[CH:15]=[CH:14][CH:13]=[CH:12][C:11]=3[CH2:16][C:4]=2[CH:3]=1 |f:2.3|. Procedure: 2-[[(4-chlorophenyl)methyl]amino]benzenemethanol (6.7 g) (prepared as described in J. Chem. Soc. Chem. Commun., 1989 (1), 44-5) was cooled under a N2 atmosphere to -40° C. Sulfuric acid (35 ml) was added dropwise keeping the temperature at about -10° C. and the mixture was stirred at room temperature for 1 hour. The mixture was poured into ice water and basified carefully with KOH. The mixture was filtered off and the precipitate was washed with water and CH2Cl2. The filtrate and the washings we...